This data is from the Open Reaction Database (ORD), a public repository of structured organic reaction records. The task is: describe an organic reaction: reactants, conditions, products, and yield Reactants: CC1(OB(OC1(C)C)C1=CCC(CC1)C(=O)OCC)C (ethyl 4-(4,4,5,5-tetramethyl-1,3,2-dioxaborolan-2-yl)cyclohex-3-enecarboxylate), ClC1=NC2=CC=C(C=C2C=C1Cl)OC (2,3-dichloro-6-methoxyquinoline), ClC1=NC2=CC=C(C=C2C=C1Cl)OC (2,3-dichloro-6-methoxyquinoline). As a reaction SMILES: CC1(C)C(C)(C)OB([C:9]2[CH2:14][CH2:13][CH:12]([C:15]([O:17][CH2:18][CH3:19])=[O:16])[CH2:11][CH:10]=2)O1.Cl[C:22]1[C:31]([Cl:32])=[CH:30][C:29]2[C:24](=[CH:25][CH:26]=[C:27]([O:33][CH3:34])[CH:28]=2)[N:23]=1>>[Cl:32][C:31]1[C:22]([C:9]2[CH2:14][CH2:13][CH:12]([C:15]([O:17][CH2:18][CH3:19])=[O:16])[CH2:11][CH:10]=2)=[N:23][C:24]2[C:29]([CH:30]=1)=[CH:28][C:27]([O:33][CH3:34])=[CH:26][CH:25]=2. Reported procedure: Followed Scheme 2, Step 1 (see Ex. 8, Step 1) starting from ethyl 4-(4,4,5,5-tetramethyl-1,3,2-dioxaborolan-2-yl)cyclohex-3-enecarboxylate and 2,3-dichloro-6-methoxyquinoline (Intermediate 4). Product: ClC=1C(=NC2=CC=C(C=C2C1)OC)C1=CCC(CC1)C(=O)OCC (ethyl 4-(3-chloro-6-methoxyquinolin-2-yl)cyclohex-3-enecarboxylate).